From a dataset of the Open Reaction Database (ORD), a public repository of structured organic reaction records. describe an organic reaction: reactants, conditions, products, and yield Reactants: ClC1=C(C(=O)N(C2=CC=C(OC)C=C2)C(C(=O)O)C)C=CC(=C1)Cl (N-(2,4-dichlorobenzoyl)-2-(p-anisidino)propionic acid), COC1=CC=C(C=C1)NCCCC(=O)OC (methyl 4-(p-anisidino)butyrate). Product: ClC1=C(C(=O)N(C2=CC=C(OC)C=C2)C(C(=O)N(C2=CC=C(OC)C=C2)CCCC(=O)OC)C)C=CC(=C1)Cl (methyl N-[N-(2,4-dichlorobenzoyl)-2-(p-anisidino)propionyl]-4-(p-anisidino)butyrate). Reaction SMILES: [Cl:1][C:2]1[CH:23]=[C:22]([Cl:24])[CH:21]=[CH:20][C:3]=1[C:4]([N:6]([CH:15]([CH3:19])[C:16](O)=[O:17])[C:7]1[CH:14]=[CH:13][C:10]([O:11][CH3:12])=[CH:9][CH:8]=1)=[O:5].[CH3:25][O:26][C:27]1[CH:32]=[CH:31][C:30]([NH:33][CH2:34][CH2:35][CH2:36][C:37]([O:39][CH3:40])=[O:38])=[CH:29][CH:28]=1>>[Cl:1][C:2]1[CH:23]=[C:22]([Cl:24])[CH:21]=[CH:20][C:3]=1[C:4]([N:6]([CH:15]([CH3:19])[C:16]([N:33]([CH2:34][CH2:35][CH2:36][C:37]([O:39][CH3:40])=[O:38])[C:30]1[CH:29]=[CH:28][C:27]([O:26][CH3:25])=[CH:32][CH:31]=1)=[O:17])[C:7]1[CH:8]=[CH:9][C:10]([O:11][CH3:12])=[CH:13][CH:14]=1)=[O:5]. Reported procedure: Analogously to Example 1, by using equivalent quantities, reacting N-(2,4-dichlorobenzoyl)-2-(p-anisidino)propionic acid and methyl 4-(p-anisidino)butyrate and suitable processing produces methyl N-[N-(2,4-dichlorobenzoyl)-2-(p-anisidino)propionyl]-4-(p-anisidino)butyrate (oil), saponification of which and processing of the reaction product yields N-[N-(2,4-dichlorobenzoyl)-2-(p-anisidino)propionyl]-4-(p-anisidino)butyric acid (M.P. 159° to 160°). Reactants: BrB(Br)Br, ClCCl, COc1ccc(N2C(=O)CN(C(C)C)C2=O)c(F)c1. The product is CC(C)N1CC(=O)N(c2ccc(O)cc2F)C1=O. RXN SMILES: [B:1]([Br:2])([Br:3])[Br:4].[CH2:24]([Cl:25])[Cl:26].[CH3:5][CH:6]([CH3:7])[N:8]1[C:9](=[O:23])[N:10]([c:14]2[c:15]([F:22])[cH:16][c:17]([O:20][CH3:21])[cH:18][cH:19]2)[C:11](=[O:13])[CH2:12]1>>[CH3:5][CH:6]([CH3:7])[N:8]1[C:9](=[O:23])[N:10]([c:14]2[c:15]([F:22])[cH:16][c:17]([OH:20])[cH:18][cH:19]2)[C:11](=[O:13])[CH2:12]1. Starting materials: FC=1C=NN(C1C(=O)OCC)C(C)C (ethyl 4-fluoro-1-(1-methylethyl)-1H-pyrazole-5-carboxylate), Cl (hydrochloric acid). Solvent: O1CCOCC1 (1,4-dioxane). Run at time 62 hour. The product is FC=1C=NN(C1C(=O)O)C(C)C (4-Fluoro-1-(1-methylethyl)-1H-pyrazole-5-carboxylic acid). Yield: 23.3%. Reaction SMILES: [F:1][C:2]1[CH:3]=[N:4][N:5]([CH:12]([CH3:14])[CH3:13])[C:6]=1[C:7]([O:9]CC)=[O:8].Cl>O1CCOCC1>[F:1][C:2]1[CH:3]=[N:4][N:5]([CH:12]([CH3:14])[CH3:13])[C:6]=1[C:7]([OH:9])=[O:8]. Procedure: To a solution of ethyl 4-fluoro-1-(1-methylethyl)-1H-pyrazole-5-carboxylate (100 mg) in 1,4-dioxane (2 ml) was added 2M hydrochloric acid (2 ml) and the mixture heated at reflux under nitrogen for 58 h, allowed to stand at room temperature for 62 h, then heated at reflux under Nitrogen for 72 h. The mixture was cooled to room temperature and the solvent was removed in vacuo. Toluene (15 ml) was added and the solvent removed in vacuo to give a white solid that was dried in a vacuum oven overnight...